The task is: describe an organic reaction: reactants, conditions, products, and yield. This data is from the Open Reaction Database (ORD), a public repository of structured organic reaction records. The reactants are [H-].[H-].[H-].[H-].[Li+].[Al+3] (LiAlH4), COC1=CC(=C(C(=C1)C)S(=O)(=O)NC1(CCC1)C(=O)OC)C (Methyl 1-(4-methoxy-2,6-dimethylphenylsulfonamido)cyclobutanecarboxylate), [O-]S(=O)(=O)[O-].[Na+].[Na+] (Na2SO4). Run in C1CCOC1 (THF), C1CCOC1 (THF). Conditions: temperature 25 celsius, time 1 hour. Yields the product OCC1(CCC1)NS(=O)(=O)C1=C(C=C(C=C1C)OC)C (N-(1-(Hydroxymethyl)cyclobutyl)-4-methoxy-2,6-dimethylbenzene-sulfonamide). The yield is 92.0%. Reaction SMILES: [CH3:1][O:2][C:3]1[CH:8]=[C:7]([CH3:9])[C:6]([S:10]([NH:13][C:14]2([C:18](OC)=[O:19])[CH2:17][CH2:16][CH2:15]2)(=[O:12])=[O:11])=[C:5]([CH3:22])[CH:4]=1.[H-].[H-].[H-].[H-].[Li+].[Al+3].[O-]S([O-])(=O)=O.[Na+].[Na+]>C1COCC1>[OH:19][CH2:18][C:14]1([NH:13][S:10]([C:6]2[C:7]([CH3:9])=[CH:8][C:3]([O:2][CH3:1])=[CH:4][C:5]=2[CH3:22])(=[O:12])=[O:11])[CH2:15][CH2:16][CH2:17]1 |f:1.2.3.4.5.6,7.8.9|. Procedure: Methyl 1-(4-methoxy-2,6-dimethylphenylsulfonamido)cyclobutanecarboxylate (4.58 mmol, 1.0 equiv.) was dissolved in THF p.a. (40 ml) and slowly added dropwise, under nitrogen, at 0° C., to a suspension of LiAlH4 (11.4 mmol, 2.5 equiv.) in THF p.a. (20 ml). The reaction mixture was stirred for 1 hour at 25° C., then saturated Na2SO4 solution was added and the mixture was filtered off over Celite. The filtrate was concentrated and the desired product was precipitated in the form of a white solid fro... Reactants: C(C)S(=O)(=O)C=1C=C(C=CC1)C1=C2C3=C(NC2=C(C=C1)O)N=CC(=C3)C (5-(3-(ethylsulfonyl)phenyl)-3-methyl-9H-pyrido[2,3-b]indol-8-ol), BrCCC#N (3-bromopropionitrile), Compound 205.1H. Yields the product C(C)S(=O)(=O)C=1C=C(C=CC1)C1=C2C3=C(NC2=C(C=C1)OCCC#N)N=CC(=C3)C (3-(5-(3-(ethylsulfonyl)phenyl)-3-methyl-9H-pyrido[2,3-b]indol-8-yloxy)propanenitrile). Reaction SMILES: [CH2:1]([S:3]([C:6]1[CH:7]=[C:8]([C:12]2[CH:20]=[CH:19][C:18]([OH:21])=[C:17]3[C:13]=2[C:14]2[CH:25]=[C:24]([CH3:26])[CH:23]=[N:22][C:15]=2[NH:16]3)[CH:9]=[CH:10][CH:11]=1)(=[O:5])=[O:4])[CH3:2].Br[CH2:28][CH2:29][C:30]#[N:31]>>[CH2:1]([S:3]([C:6]1[CH:7]=[C:8]([C:12]2[CH:20]=[CH:19][C:18]([O:21][CH2:28][CH2:29][C:30]#[N:31])=[C:17]3[C:13]=2[C:14]2[CH:25]=[C:24]([CH3:26])[CH:23]=[N:22][C:15]=2[NH:16]3)[CH:9]=[CH:10][CH:11]=1)(=[O:5])=[O:4])[CH3:2]. Procedure: The title compound was synthesized from Compound 157 and 3-bromopropionitrile using an analogous procedure to that outlined in the preparation of Compound 205.1H NMR (400 MHz, MeOD) δ ppm 1.28 (d, J=14.65 Hz, 2 H) 1.28 (s, 2 H) 2.30 (s, 3 H) 3.10 (t, J=6.69 Hz, 2 H) 5.12 (t, J=6.82 Hz, 2 H) 7.00-7.05 (m, 2 H) 7.53 (dd, J=2.02, 0.76 Hz, 1 H) 7.81 (t, J=7.45 Hz, 1 H) 7.92 (ddd, J=7.89, 1.45, 1.26 Hz, 1 H) 8.02 (dt, J=7.83, 1.52 Hz, 1 H) 8.10 (t, J=1.89 Hz, 1 H) 8.26 (d, J=2.02 Hz, 1 H) [M+H] calc'... Reactants: CCOCC, CC(C)Cc1cc(C(=O)N2CCCCC2)nnc1C(=O)NN, Cl, O=N[O-], CC(C)C(N)CO, [Na+], O. Yields the product CC(C)Cc1cc(C(=O)N2CCCCC2)nnc1C(=O)NC(CO)C(C)C. As a reaction SMILES: [CH2:36]([O:37][CH2:38][CH3:39])[CH3:40].[CH2:6]([CH:7]([CH3:8])[CH3:9])[c:10]1[c:11]([C:24](=[O:25])[NH:26][NH2:27])[n:12][n:13][c:14]([C:16](=[O:17])[N:18]2[CH2:19][CH2:20][CH2:21][CH2:22][CH2:23]2)[cH:15]1.[ClH:5].[N:1]([O-:2])=[O:3].[NH2:28][CH:29]([CH:30]([CH3:31])[CH3:32])[CH2:33][OH:34].[Na+:4].[OH2:35]>>[CH2:6]([CH:7]([CH3:8])[CH3:9])[c:10]1[c:11]([C:24](=[O:25])[NH:26][CH:29]([CH:30]([CH3:31])[CH3:32])[CH2:33][OH:34])[n:12][n:13][c:14]([C:16](=[O:17])[N:18]2[CH2:19][CH2:20][CH2:21][CH2:22][CH2:23]2)[cH:15]1. Reactants: OC1=C(C(OC(=C1)CCCCO)=O)C(CC)=O (4-hydroxy-6-(4-hydroxybutyl)-3-propionyl-2H-pyran-2-one), [Na] (sodium), C(=O)(O)[O-].[Na+] (NaHCO3). Solvent: C(Cl)Cl (CH2Cl2), N1=CC=CC=C1 (pyridine). Conditions: temperature 28 celsius, time 3 hour. Product: OC1=C(C(OC(=C1)CCCC=O)=O)C(CC)=O (4-(4-Hydroxy-2-oxo-3-propionyl-2H-pyran-6-yl)butanal). As a reaction SMILES: [OH:1][C:2]1[CH:7]=[C:6]([CH2:8][CH2:9][CH2:10][CH2:11][OH:12])[O:5][C:4](=[O:13])[C:3]=1[C:14](=[O:17])[CH2:15][CH3:16].[Na].C([O-])(O)=O.[Na+]>C(Cl)Cl.N1C=CC=CC=1>[OH:1][C:2]1[CH:7]=[C:6]([CH2:8][CH2:9][CH2:10][CH:11]=[O:12])[O:5][C:4](=[O:13])[C:3]=1[C:14](=[O:17])[CH2:15][CH3:16] |f:2.3,^1:17|. Reported procedure: To 4-hydroxy-6-(4-hydroxybutyl)-3-propionyl-2H-pyran-2-one (XV; 1.47 g; 6.12 mmol) in 60 ml CH2Cl2 and 2.19 ml pyridine, was added sodium periodinate (6.13 g; 15.3 mmol; Aldrich). The reaction was stirred at 28° C. for 3 h, neutralized with saturated NaHCO3, extracted with 3×150 ml CH2Cl2, dried with brine and Na2SO4, and evaporated. The product was purified via silica flash chromatography (20% EtOAc in hexanes).